describe an organic reaction: reactants, conditions, products, and yield From a dataset of the Open Reaction Database (ORD), a public repository of structured organic reaction records. Reaction SMILES: Cl[Si](C)(C)[CH3:3].[CH3:6][CH:7](O)[CH2:8][CH2:9][CH:10]([N+:12]([O-:14])=[O:13])C.[I-:16].[Na+]>C(#N)C>[I:16][CH:10]([N+:12]([O-:14])=[O:13])[CH2:9][CH2:8][CH:7]([CH3:6])[CH3:3] |f:2.3|. The product is IC(CCC(C)C)[N+](=O)[O-] (1-iodo-4-methyl-nitro-pentane). The reactants are Cl[Si](C)(C)C (chlorotrimethylsilane), CC(CCC(C)[N+](=O)[O-])O (1-methyl-4-nitro-pentan-1-ol), [I-].[Na+] (sodium iodide). Procedure details: A solution of 44.7 mL (352 mmol) chlorotrimethylsilane and 50 mL acetonitrile is added dropwise to 26.0 g (177 mmol) 1-methyl-4-nitro-pentan-1-ol and 52.8 g (352 mmol) sodium iodide in 350 mL acetonitrile. Then the mixture is heated to 50° C. for 4 hours, then the solvent is distilled off and the residue is combined with 500 mL diethyl ether. It is washed successively with water, sodium thiosulphate solution and sodium chloride solution. The organic phase is dried with sodium sulphate and evapor... Run in C(C)#N (acetonitrile), C(C)#N (acetonitrile). Reaction conditions: temperature 50 celsius. The reactants are NC1=C2N=C(N(C2=NC=N1)C1=CC=C(C=C1)NC(=O)NC1=CC(=CC(=C1)C(F)(F)F)CN1CCN(CC1)C)C=C (1-[4-(6-amino-8-vinylpurin-9-yl)phenyl]-3-[3-(4-methylpiperazin-1-ylmethyl)-5-(trifluoromethyl)phenyl]urea), [H][H] (hydrogen). The reagents and catalysts are [C].[Pd] (palladium carbon). Solvent: CO (methanol). The product is NC1=C2N=C(N(C2=NC=N1)C1=CC=C(C=C1)NC(=O)NC1=CC(=CC(=C1)C(F)(F)F)CN1CCN(CC1)C)CC (1-[4-(6-Amino-8-ethylpurin-9-yl)phenyl]-3-[3-(4-methylpiperazin-1-ylmethyl)-5-(trifluoromethyl)phenyl]urea). Yield: 32.5%. RXN SMILES: [NH2:1][C:2]1[N:10]=[CH:9][N:8]=[C:7]2[C:3]=1[N:4]=[C:5]([CH:39]=[CH2:40])[N:6]2[C:11]1[CH:16]=[CH:15][C:14]([NH:17][C:18]([NH:20][C:21]2[CH:26]=[C:25]([C:27]([F:30])([F:29])[F:28])[CH:24]=[C:23]([CH2:31][N:32]3[CH2:37][CH2:36][N:35]([CH3:38])[CH2:34][CH2:33]3)[CH:22]=2)=[O:19])=[CH:13][CH:12]=1.[H][H]>CO.[C].[Pd]>[NH2:1][C:2]1[N:10]=[CH:9][N:8]=[C:7]2[C:3]=1[N:4]=[C:5]([CH2:39][CH3:40])[N:6]2[C:11]1[CH:16]=[CH:15][C:14]([NH:17][C:18]([NH:20][C:21]2[CH:26]=[C:25]([C:27]([F:29])([F:30])[F:28])[CH:24]=[C:23]([CH2:31][N:32]3[CH2:33][CH2:34][N:35]([CH3:38])[CH2:36][CH2:37]3)[CH:22]=2)=[O:19])=[CH:13][CH:12]=1 |f:3.4|. Reported procedure: In 3 mL of methanol, 20 mg (0.1 mmol) of 1-[4-(6-amino-8-vinylpurin-9-yl)phenyl]-3-[3-(4-methylpiperazin-1-ylmethyl)-5-(trifluoromethyl)phenyl]urea was dissolved, and 10 mg of 10% palladium carbon was added thereto, and the mixture solution was refluxed with stirring in a hydrogen atmosphere for one hour. The palladium carbon was removed by filtration and the reaction solution was concentrated under reduced pressure, and the obtained crude product was triturated with diethyl ether to obtain 18 m... The product is C12C(CCCCC2O1)=O (8-Oxabicyclo[5.1.0]octan-2-one). Run at time 1 hour. As a reaction SMILES: [C:1]1(=[O:8])[CH2:7][CH2:6][CH2:5][CH2:4][CH:3]=[CH:2]1.C[OH:10].OO.[OH-].[Na+]>CCOCC>[CH:7]12[O:8][CH:1]1[CH2:2][CH2:3][CH2:4][CH2:5][C:6]2=[O:10] |f:3.4|. Reported procedure: To a 0° C. solution of 50.0 g. (0.454 mmole) of cyclohept-2-en-1-one in 800 ml. of methanol was added 85 ml. of 30% hydrogen peroxide (0.75 mole) followed by the dropwise addition of 15 ml. of 6N sodium hydroxide (0.09 mole). The reaction was stirred for one hour and then added to 400 ml. ether-500 ml. petroleum ether. The ether extract was removed and the aqueous methanol phase extracted with four 500 ml. portions of petroleum ether and three 300 ml. portions of dichloromethane. The combined or... The yield is 80.0%. The reactants are C1(C=CCCCC1)=O (cyclohept-2-en-1-one), [OH-].[Na+] (sodium hydroxide), CO (methanol), OO (hydrogen peroxide). The solvent is petroleum ether, CCOCC (ether). Starting materials: O=c1ccccn1C(=S)n1ccccc1=O, ClCCl, Cc1cc2c(cn1)cc(-c1cc(N)ccc1C)c(=O)n2C. The product is Cc1cc2c(cn1)cc(-c1cc(N=C=S)ccc1C)c(=O)n2C. RXN SMILES: [C:22](=[S:23])([n:24]1[cH:25][cH:26][cH:27][cH:28][c:29]1=[O:30])[n:31]1[cH:32][cH:33][cH:34][cH:35][c:36]1=[O:37].[Cl:38][CH2:39][Cl:40].[NH2:1][c:2]1[cH:3][cH:4][c:5]([CH3:21])[c:6](-[c:8]2[c:9](=[O:20])[n:10]([CH3:19])[c:11]3[cH:12][c:13]([CH3:18])[n:14][cH:15][c:16]3[cH:17]2)[cH:7]1>>[N:1]([c:2]1[cH:3][cH:4][c:5]([CH3:21])[c:6](-[c:8]2[c:9](=[O:20])[n:10]([CH3:19])[c:11]3[cH:12][c:13]([CH3:18])[n:14][cH:15][c:16]3[cH:17]2)[cH:7]1)=[C:22]=[S:23].